Dataset: the Open Reaction Database (ORD), a public repository of structured organic reaction records. Task: describe an organic reaction: reactants, conditions, products, and yield Starting materials: CO, COC(=O)c1cc2c(ccn2C)cn1, [Na+], [OH-]. The product is Cn1ccc2cnc(C(=O)O)cc21. RXN SMILES: [CH3:17][OH:18].[CH3:1][n:2]1[cH:3][cH:4][c:5]2[cH:6][n:7][c:8]([C:11](=[O:12])[O:13][CH3:14])[cH:9][c:10]12.[Na+:16].[OH-:15]>>[CH3:1][n:2]1[cH:3][cH:4][c:5]2[cH:6][n:7][c:8]([C:11](=[O:12])[OH:13])[cH:9][c:10]12. Reactants: C, Cc1c(NCc2ccccc2)cc2c(c1C)OC(C)(C)C2=O, CO, C1CCOC1, [Pd]. Yields the product Cc1c(N)cc2c(c1C)OC(C)(C)C2=O. As a reaction SMILES: [C:28].[CH2:6]([c:7]1[cH:8][cH:9][cH:10][cH:11][cH:12]1)[NH:13][c:14]1[c:15]([CH3:27])[c:16]([CH3:26])[c:17]2[c:18]([cH:25]1)[C:19](=[O:24])[C:20]([CH3:22])([CH3:23])[O:21]2.[CH3:30][OH:31].[O:1]1[CH2:2][CH2:3][CH2:4][CH2:5]1.[Pd:29]>>[NH2:13][c:14]1[c:15]([CH3:27])[c:16]([CH3:26])[c:17]2[c:18]([cH:25]1)[C:19](=[O:24])[C:20]([CH3:22])([CH3:23])[O:21]2. Run in CO (methanol), CO (methanol). Reactants: C(C#CCC)OS(=O)(=O)C1=CC=C(C=C1)C (toluene-4-sulfonic acid pent-2-ynyl ester), solution, C[O-].[Na+] (sodium methylate), OC1=C(C=C(C=C1)CCNC=O)OC (N-[2-(4-hydroxy-3-methoxy-phenyl)-ethyl]-formamide). Reported procedure: 41 ml of a 30% solution of sodium methylate in methanol are added to a solution of 31.5 g (180 mmol) N-[2-(4-hydroxy-3-methoxy-phenyl)-ethyl]-formamide in 880 ml methanol. 48.1 g (184 mmol) toluene-4-sulfonic acid pent-2-ynyl ester are added and the mixture is refluxed for 4 hours. After evaporation the residue is taken up in ethyl acetate and washed with water. After evaporation the residue is submitted to flash-chromatography and crystallisation in ether to give the N-[2-(3-methoxy-4-pent-2-yn... As a reaction SMILES: C[O-].[Na+].[OH:4][C:5]1[CH:10]=[CH:9][C:8]([CH2:11][CH2:12][NH:13][CH:14]=[O:15])=[CH:7][C:6]=1[O:16][CH3:17].[CH2:18](OS(C1C=CC(C)=CC=1)(=O)=O)[C:19]#[C:20][CH2:21][CH3:22]>CO>[CH3:17][O:16][C:6]1[CH:7]=[C:8]([CH2:11][CH2:12][NH:13][CH:14]=[O:15])[CH:9]=[CH:10][C:5]=1[O:4][CH2:18][C:19]#[C:20][CH2:21][CH3:22] |f:0.1|. The product is COC=1C=C(C=CC1OCC#CCC)CCNC=O (N-[2-(3-methoxy-4-pent-2-ynyloxy-phenyl)-ethyl]-formamide). The reactants are C=CC(C)CO[Si](c1ccccc1)(c1ccccc1)C(C)(C)C, ClCCl, O=C(OO)c1cccc(Cl)c1. Yields the product CC(CO[Si](c1ccccc1)(c1ccccc1)C(C)(C)C)C1CO1. Reaction SMILES: [C:1]([CH3:2])([CH3:3])([CH3:4])[Si:5]([O:6][CH2:7][CH:8]([CH:9]=[CH2:10])[CH3:11])([c:12]1[cH:13][cH:14][cH:15][cH:16][cH:17]1)[c:18]1[cH:19][cH:20][cH:21][cH:22][cH:23]1.[Cl:35][CH2:36][Cl:37].[OH:24][O:25][C:26]([c:27]1[cH:28][c:29]([Cl:30])[cH:31][cH:32][cH:33]1)=[O:34]>>[C:1]([CH3:2])([CH3:3])([CH3:4])[Si:5]([O:6][CH2:7][CH:8]([CH:9]1[CH2:10][O:24]1)[CH3:11])([c:12]1[cH:13][cH:14][cH:15][cH:16][cH:17]1)[c:18]1[cH:19][cH:20][cH:21][cH:22][cH:23]1. Reactants: ( 230 ), Co(OAc)2, O (water), C(C1=CC=C(C=C1)OC)(=O)O (p-anisic acid), [Na+].[Br-] (NaBr), CC1=CC=C(C=C1)OC (p-methylanisole), C(C)(=O)O (acetic acid), Mn(OAc)2. Reagents/catalysts: [Ti] (titanium). Conditions: temperature 250 fahrenheit, time 30 minute. The product is C(C1=CC=C(C=C1)OC)=O (p-anisaldehyde). Reaction SMILES: CC1C=CC(OC)=CC=1.C(O)(=O)C.O.[Na+].[Br-].[C:17](O)(=[O:26])[C:18]1[CH:23]=[CH:22][C:21]([O:24][CH3:25])=[CH:20][CH:19]=1>[Ti]>[CH:17](=[O:26])[C:18]1[CH:23]=[CH:22][C:21]([O:24][CH3:25])=[CH:20][CH:19]=1 |f:3.4|. Procedure: Two hundred and thirty (230) g. (1.89 moles) p-methylanisole, 399 g. (6.65 moles) acetic acid, 21 g. (1.17 moles) water, 1.73 g. (0.007 moles) Co(OAc)2 0, 1.7 g. (0.007 moles) Mn(OAc)2.4H2 0 and 1.4 g. (0.014 moles) NaBr were combined in a two-liter titanium-clad autoclave. The reactor was heated to 250° F. and pressurized to 150 psi. The air rate was ramped up to reach a value of 0.78 scf/min after 15 minutes. During the oxidation the temperature and pressure were gradually increased to reach f... Reactants: Nc1cccc(-c2c(Cc3ccccc3)cnc3c(C(F)(F)F)cccc23)c1, Cc1c(C=O)sc2ccccc12. Product: Cc1c(CNc2cccc(-c3c(Cc4ccccc4)cnc4c(C(F)(F)F)cccc34)c2)sc2ccccc12. Reaction SMILES: [CH2:1]([c:2]1[cH:3][cH:4][cH:5][cH:6][cH:7]1)[c:8]1[cH:9][n:10][c:11]2[c:12]([C:25]([F:26])([F:27])[F:28])[cH:13][cH:14][cH:15][c:16]2[c:17]1-[c:18]1[cH:19][c:20]([NH2:24])[cH:21][cH:22][cH:23]1.[CH3:29][c:30]1[c:31]2[c:32]([s:33][c:34]1[CH:35]=[O:36])[cH:37][cH:38][cH:39][cH:40]2>>[CH2:1]([c:2]1[cH:3][cH:4][cH:5][cH:6][cH:7]1)[c:8]1[cH:9][n:10][c:11]2[c:12]([C:25]([F:26])([F:27])[F:28])[cH:13][cH:14][cH:15][c:16]2[c:17]1-[c:18]1[cH:19][c:20]([NH:24][CH2:35][c:34]2[c:30]([CH3:29])[c:31]3[c:32]([s:33]2)[cH:37][cH:38][cH:39][cH:40]3)[cH:21][cH:22][cH:23]1. The solvent is CCCCCCC.C(C)O (heptane ethanol). Procedure details: By a procedure similar to the previous example 74: starting with cis-2-phenyl-3-amino-trans-6-ethyl-piperidine (scheme J) and 2-methoxy-5-methyl-6-oxo-5,6,7,8-tetrahydro-[1,5]naphthyridine-3-carbaldehyde (Example 74, step 5) and using the above coupling procedure (Example 74, step 6) 7-[(6-ethyl-2-phenyl-piperidin-3-ylamino)-methyl]-6-methoxy-1-methyl-3,4-dihydro-1H-[1,5]naphthyridin-2-one was obtained. Using a CHIRALPAK AD (10×50 cm) and a mobil phase of 95:5 heptane/ethanol containing 0.025% d... Yields the product C(C)[C@H]1CC[C@@H]([C@@H](N1)C1=CC=CC=C1)NCC1=C(N=C2CCC(N(C2=C1)C)=O)OC (7-[(6(S)-ethyl-2(S)-phenyl-piperidin-3(S)-ylamino)-methyl]-6-methoxy-1-methyl-3,4-dihydro-1H-[1,5]naphthyridin-2-one). RXN SMILES: COC1C(C=O)=CC2N(C)C(=O)CCC=2N=1.[CH2:17]([CH:19]1[NH:24][CH:23]([C:25]2[CH:30]=[CH:29][CH:28]=[CH:27][CH:26]=2)[CH:22]([NH:31][CH2:32][C:33]2[CH:42]=[C:41]3[C:36]([CH2:37][CH2:38][C:39](=[O:44])[N:40]3[CH3:43])=[N:35][C:34]=2[O:45][CH3:46])[CH2:21][CH2:20]1)[CH3:18]>CCCCCCC.C(O)C>[CH2:17]([C@@H:19]1[NH:24][C@@H:23]([C:25]2[CH:26]=[CH:27][CH:28]=[CH:29][CH:30]=2)[C@@H:22]([NH:31][CH2:32][C:33]2[CH:42]=[C:41]3[C:36]([CH2:37][CH2:38][C:39](=[O:44])[N:40]3[CH3:43])=[N:35][C:34]=2[O:45][CH3:46])[CH2:21][CH2:20]1)[CH3:18] |f:2.3|. Starting materials: cis-2-phenyl-3-amino-trans-6-ethyl-piperidine, COC1=NC=2CCC(N(C2C=C1C=O)C)=O (2-methoxy-5-methyl-6-oxo-5,6,7,8-tetrahydro-[1,5]naphthyridine-3-carbaldehyde), C(C)C1CCC(C(N1)C1=CC=CC=C1)NCC1=C(N=C2CCC(N(C2=C1)C)=O)OC (7-[(6-ethyl-2-phenyl-piperidin-3-ylamino)-methyl]-6-methoxy-1-methyl-3,4-dihydro-1H-[1,5]naphthyridin-2-one). Reactants: Br, CC(=O)O, Cc1csc(C2CCCN2C(=O)OCc2ccccc2)n1. Product: Cc1csc(C2CCCN2)n1. As a reaction SMILES: [BrH:1].[C:23]([OH:24])(=[O:25])[CH3:26].[CH3:2][c:3]1[n:4][c:5]([CH:8]2[N:9]([C:13]([O:14][CH2:15][c:16]3[cH:17][cH:18][cH:19][cH:20][cH:21]3)=[O:22])[CH2:10][CH2:11][CH2:12]2)[s:6][cH:7]1>>[CH3:2][c:3]1[n:4][c:5]([CH:8]2[NH:9][CH2:10][CH2:11][CH2:12]2)[s:6][cH:7]1.